From a dataset of the Open Reaction Database (ORD), a public repository of structured organic reaction records. describe an organic reaction: reactants, conditions, products, and yield Yields the product C(CCCC)(=O)NC1=CC=C2C(=N1)C(=CN2)C2CCN(CC2)C (5-(N-[pentanoyl]amino)-3-(1-methylpiperidin-4-yl)pyrrolo[3,2-b]pyridine). Reactants: NC1=CC=C2C(=N1)C(=CN2)C2CCN(CC2)C (5-amino-3-(1-methylpiperidin-4-yl)pyrrolo[3,2-b]pyridine), C(CCCC)(=O)Cl (pentanoyl chloride). The yield is 94.0%. Reaction SMILES: [NH2:1][C:2]1[N:7]=[C:6]2[C:8]([CH:11]3[CH2:16][CH2:15][N:14]([CH3:17])[CH2:13][CH2:12]3)=[CH:9][NH:10][C:5]2=[CH:4][CH:3]=1.[C:18](Cl)(=[O:23])[CH2:19][CH2:20][CH2:21][CH3:22]>>[C:18]([NH:1][C:2]1[N:7]=[C:6]2[C:8]([CH:11]3[CH2:16][CH2:15][N:14]([CH3:17])[CH2:13][CH2:12]3)=[CH:9][NH:10][C:5]2=[CH:4][CH:3]=1)(=[O:23])[CH2:19][CH2:20][CH2:21][CH3:22]. Procedure details: Beginning with 0.01 gm (0.044 mMol) 5-amino-3-(1-methylpiperidin-4-yl)pyrrolo[3,2-b]pyridine and 0.0066 mL (0.048 mMol) pentanoyl chloride, 0.013 gm (91%) of the title compound were prepared essentially by the procedure described in Example 7. The reactants are BrC=1C(C2=CC(=CC=C2C1C1=CC=C(C=C1)C(F)(F)F)OCCN1CCN(CC1)S(=O)(=O)C)=O (2-Bromo-6-[2-(4-(methylsulfonyl)piperazin-1-yl)ethoxy]-3-[4-(trifluoromethyl)phenyl]-1H-inden-1-one), O1CCN(CC1)CCOC1=CC=C2C(=C(C(C2=C1)=O)Br)C1=CC=CC=C1 (6-(2-morpholinoethoxy)-2-bromo-3-phenyl-1H-inden-1-one), FC(C1=CC=C(C=C1)B(O)O)(F)F (4-(trifluoromethyl)phenylboronic acid). Product: CS(=O)(=O)N1CCN(CC1)CCOC1=CC=C2C(=C(C(C2=C1)=O)C1=CC=C(C=C1)C(F)(F)F)C1=CC=C(C=C1)C(F)(F)F (6-[2-(4-(Methylsulfonyl)piperazin-1-yl)ethoxy]-2,3-bis[4-(trifluoromethyl)phenyl]-1H-inden-1-one). Isolated yield 21.0%. Reaction SMILES: Br[C:2]1[C:3](=[O:34])[C:4]2[C:9]([C:10]=1[C:11]1[CH:16]=[CH:15][C:14]([C:17]([F:20])([F:19])[F:18])=[CH:13][CH:12]=1)=[CH:8][CH:7]=[C:6]([O:21][CH2:22][CH2:23][N:24]1[CH2:29][CH2:28][N:27]([S:30]([CH3:33])(=[O:32])=[O:31])[CH2:26][CH2:25]1)[CH:5]=2.O1CCN(CCOC2C=C3C(C(C4C=CC=CC=4)=C(Br)C3=O)=CC=2)CC1.[F:61][C:62]([F:73])([F:72])[C:63]1[CH:68]=[CH:67][C:66](B(O)O)=[CH:65][CH:64]=1>>[CH3:33][S:30]([N:27]1[CH2:26][CH2:25][N:24]([CH2:23][CH2:22][O:21][C:6]2[CH:5]=[C:4]3[C:9]([C:10]([C:11]4[CH:12]=[CH:13][C:14]([C:17]([F:19])([F:20])[F:18])=[CH:15][CH:16]=4)=[C:2]([C:66]4[CH:67]=[CH:68][C:63]([C:62]([F:73])([F:72])[F:61])=[CH:64][CH:65]=4)[C:3]3=[O:34])=[CH:8][CH:7]=2)[CH2:29][CH2:28]1)(=[O:31])=[O:32]. Procedure details: The procedure of Step 7 of Example 1 was repeated except for using 2-bromo-6-[2-(4-(methylsulfonyl)piperazin-1-yl)ethoxy]-3-[4-(trifluoromethyl)phenyl]-1H-inden-1-one obtained in Step 1 as a starting material instead of 6-(2-morpholinoethoxy)-2-bromo-3-phenyl-1H-inden-1-one, and 4-(trifluoromethyl)phenylboronic acid instead of 3-pyridinylboronic acid, and being purified by prep HPLC (CH3CN/H2O=7:3) to obtain the title compound (21%).